This data is from the Open Reaction Database (ORD), a public repository of structured organic reaction records. The task is: describe an organic reaction: reactants, conditions, products, and yield The reactants are O (water), C1(=CC=CC=C1)C1=CN=C(S1)N (5-phenyl-thiazol-2-ylamine), CCN(C(C)C)C(C)C (DIEA), C(C)C(C(=O)Cl)C(=O)Cl (mono-ethylmalonyl chloride). Solvent: C(Cl)(Cl)Cl (chloroform). Reaction conditions: time 20 minute. The product is C(C)OC(CC(=O)NC=1SC(=CN1)C1=CC=CC=C1)=O (N-(5-phenyl-thiazol-2-yl)-malonamic acid ethyl ester). The yield is 46.0%. Reaction SMILES: [C:1]1([C:7]2[S:11][C:10]([NH2:12])=[N:9][CH:8]=2)[CH:6]=[CH:5][CH:4]=[CH:3][CH:2]=1.CCN([CH:19]([CH3:21])C)C(C)C.C([CH:24]([C:28](Cl)=[O:29])[C:25](Cl)=[O:26])C.[OH2:31]>C(Cl)(Cl)Cl>[CH2:19]([O:31][C:28](=[O:29])[CH2:24][C:25]([NH:12][C:10]1[S:11][C:7]([C:1]2[CH:2]=[CH:3][CH:4]=[CH:5][CH:6]=2)=[CH:8][N:9]=1)=[O:26])[CH3:21]. Procedure: To a stirred solution of 5-phenyl-thiazol-2-ylamine (0.4 g, 0.0022 mol) and DIEA (0.73 g, 0.0056 mol) in chloroform (4 mL) was added mono-ethylmalonyl chloride (0.375 g, 0.0024 mol) dropwise at 0° C. and the resulting mixture was stirred at ambient temperature for 20 minutes. The reaction mixture was then diluted with cold water and the product was extracted with chloroform. The chloroform was washed with saturated sodium bicarbonate solution and brine, dried over Na2SO4 and evaporated under red... The reactants are ice water, C(C)OC1=C(C=NC2=CC=C(C=C12)C=O)C#N (4-ethoxy-6-formyl-quinoline-3-carbonitrile), COC=1C=CC(=CC1OC2CCCC2)/C=C\3/C(=O)NC(=N)S3 (pseudothiohydantoin), C(C)(=O)[O-].[Na+] (sodium acetate). The solvent is C(C)(=O)O (acetic acid). Run at temperature 110 celsius. The product is NC=1S\C(\C(N1)=O)=C/C=1C=C2C(=C(C=NC2=CC1)C#N)OCC (6-[2-amino-4-oxo-4H-thiazol-(5Z)-ylidenemethyl]-4-ethoxy-quinoline-3-carbonitrile). Isolated yield 46.2%. Reaction SMILES: [CH2:1]([O:3][C:4]1[C:13]2[C:8](=[CH:9][CH:10]=[C:11]([CH:14]=O)[CH:12]=2)[N:7]=[CH:6][C:5]=1[C:16]#[N:17])[CH3:2].COC1C=CC(/C=[C:33]2/[C:34]([NH:36][C:37]([S:39]/2)=[NH:38])=[O:35])=CC=1OC1CCCC1.C([O-])(=O)C.[Na+]>C(O)(=O)C>[NH2:38][C:37]1[S:39]/[C:33](=[CH:14]\[C:11]2[CH:12]=[C:13]3[C:8](=[CH:9][CH:10]=2)[N:7]=[CH:6][C:5]([C:16]#[N:17])=[C:4]3[O:3][CH2:1][CH3:2])/[C:34](=[O:35])[N:36]=1 |f:2.3|. Procedure details: To the suspension of 4-ethoxy-6-formyl-quinoline-3-carbonitrile (example 14e) (45 mg, 0.2 mmol) and pseudothiohydantoin (35 mg, 0.3 mmol) in acetic acid (1 mL) was added sodium acetate (66 mg, 0.8 mol). The mixture was heated to 110° C. for 4 h. After cooling to room temperature, the ice water was added. The solid was collected by filtration, washed with water and dried. Flash chromatography (Merck Silica gel 60, 230-400 mesh, 0%-5% methanol in methylene chloride in 30 min) afforded 6-[2-amino-4... As a reaction SMILES: [CH3:40][S:41](=[O:42])[CH3:43].[CH3:50][OH:51].[Cl:11][c:12]1[n:13][cH:14][cH:15][c:16]2[c:17](-[c:22]3[n:23][o:24][c:25](-[c:27]4[cH:28][c:29]([Cl:37])[c:30]([O:33][CH:34]([CH3:35])[CH3:36])[cH:31][cH:32]4)[n:26]3)[cH:18][cH:19][cH:20][c:21]12.[H-:9].[Li+:38].[NH:1]1[CH2:2][CH:3]([C:6](=[O:7])[OH:8])[CH2:4][CH2:5]1.[Na+:10].[O:44]1[CH2:45][CH2:46][CH2:47][CH2:48]1.[OH-:39].[OH2:49]>>[N:1]1([c:12]2[n:13][cH:14][cH:15][c:16]3[c:17](-[c:22]4[n:23][o:24][c:25](-[c:27]5[cH:28][c:29]([Cl:37])[c:30]([O:33][CH:34]([CH3:35])[CH3:36])[cH:31][cH:32]5)[n:26]4)[cH:18][cH:19][cH:20][c:21]23)[CH2:2][CH:3]([C:6](=[O:7])[OH:8])[CH2:4][CH2:5]1. Starting materials: CS(C)=O, CO, CC(C)Oc1ccc(-c2nc(-c3cccc4c(Cl)nccc34)no2)cc1Cl, [H-], [Li+], O=C(O)C1CCNC1, [Na+], C1CCOC1, [OH-], O. Yields the product CC(C)Oc1ccc(-c2nc(-c3cccc4c(N5CCC(C(=O)O)C5)nccc34)no2)cc1Cl. The reactants are O (water), C(C)(=O)NC1=CC=C(OCCOCCO)C=C1 (2-[2-(4-Acetamidophenoxy)ethoxy]ethanol), ClC1=NC=C(C=N1)Cl (2,5-Dichloropyrimidine), [H-].[Na+] (sodium hydride). Run in CS(=O)C (dimethylsulfoxide). Product: C(C)(=O)NC1=CC=C(OCCOCCOC2=NC=C(C=N2)Cl)C=C1 (2-{2-[2(4-acetamidophenoxy)ethoxy]ethoxy}-5-chloropyrimidine). The yield is 63.5%. As a reaction SMILES: [C:1]([NH:4][C:5]1[CH:17]=[CH:16][C:8]([O:9][CH2:10][CH2:11][O:12][CH2:13][CH2:14][OH:15])=[CH:7][CH:6]=1)(=[O:3])[CH3:2].[H-].[Na+].Cl[C:21]1[N:26]=[CH:25][C:24]([Cl:27])=[CH:23][N:22]=1.O>CS(C)=O>[C:1]([NH:4][C:5]1[CH:17]=[CH:16][C:8]([O:9][CH2:10][CH2:11][O:12][CH2:13][CH2:14][O:15][C:21]2[N:26]=[CH:25][C:24]([Cl:27])=[CH:23][N:22]=2)=[CH:7][CH:6]=1)(=[O:3])[CH3:2] |f:1.2|. Procedure: 2-[2-(4-Acetamidophenoxy)ethoxy]ethanol (9 g) was dissolved in dry dimethylsulfoxide (60 ml) and granular sodium hydride (0.9 g) was added portionwise to the solution. 2,5-Dichloropyrimidine (5.6 g) was slowly added to the cooled stirred solution and on completion of the addition the mixture was stirred at room temperature for 1 hour. The mixture was poured into water (200 ml) and the solid was collected by filtration. The product was recrystallised from ethanol/water to give 2-{2-[2(4-acetamido... Starting materials: O1C(CC2(C(C3=CC=CC=C3C2=O)=O)CC)(C1)C1=CC=CC=C1 (2-(2,3-epoxy-2-phenylpropyl)-2-ethylindan-1,3-dione), CN(C=O)C (dimethylformamide), Br.N1=CC=CC=C1 (pyridine hydrobromide). Run in C(Cl)(Cl)Cl (chloroform), O (water), C(Cl)(Cl)Cl (chloroform). Yields the product BrCC(CC1(C(C2=CC=CC=C2C1=O)=O)CC)(C1=CC=CC=C1)O (2-(3-bromo-2-hydroxy-2-phenylpropyl)-2-ethylindan-1,3-dione). RXN SMILES: [O:1]1[CH2:17][C:2]1([C:18]1[CH:23]=[CH:22][CH:21]=[CH:20][CH:19]=1)[CH2:3][C:4]1([CH2:15][CH3:16])[C:12](=[O:13])[C:11]2[C:6](=[CH:7][CH:8]=[CH:9][CH:10]=2)[C:5]1=[O:14].CN(C)C=O.[BrH:29].N1C=CC=CC=1>C(Cl)(Cl)Cl.O>[Br:29][CH2:17][C:2]([OH:1])([C:18]1[CH:23]=[CH:22][CH:21]=[CH:20][CH:19]=1)[CH2:3][C:4]1([CH2:15][CH3:16])[C:12](=[O:13])[C:11]2[C:6](=[CH:7][CH:8]=[CH:9][CH:10]=2)[C:5]1=[O:14] |f:2.3|. Procedure: To the mixture of 1.53 g of 2-(2,3-epoxy-2-phenylpropyl)-2-ethylindan-1,3-dione, 15 ml of chloroform and 1 ml of dimethylformamide, was added 0.96 g of pyridine hydrobromide. After refluxing under heating for 6 hours, the reaction mixture was poured into water and was added 20 ml of chloroform. Starting materials: C(C)(=O)OC(CC)[C@H]1O[C@H]([C@@H](C1)O)N1C(SC2=C1N=C(NC2=O)N)=O (1-[(2S,4R,5R)-5-(5-amino-2,7-dioxo-6H-thiazolo[4,5-d]pyrimidin-3-yl)-4-hydroxy-tetrahydrofuran-2-yl]propyl acetate), C(C)(=O)OC(CC)[C@H]1O[C@H]([C@@H](C1)O)N1C(SC2=C1N=C(NC2=O)N)=O (1-[(2S,4R,5R)-5-(5-amino-2,7-dioxo-6H-thiazolo[4,5-d]pyrimidin-3-yl)-4-hydroxy-tetrahydrofuran-2-yl]propyl acetate), CC(=O)OI1(C=2C=CC=CC2C(=O)O1)(OC(=O)C)OC(=O)C (Dess-Martine periodinane). Solvent: C1CCOC1 (THF). Run at time 2 hour. Yields the product C(C)(=O)OC(CC)[C@H]1O[C@H](C(C1)=O)N1C(SC2=C1N=C(NC2=O)N)=O (1-[(2S,5R)-5-(5-amino-2,7-dioxo-6H-thiazolo[4,5-d]pyrimidin-3-yl)-4-oxo-tetrahydrofuran-2-yl]propyl acetate). Yield: 100.0%. Reaction SMILES: [C:1]([O:4][CH:5]([C@@H:8]1[CH2:12][C@@H:11]([OH:13])[C@H:10]([N:14]2[C:18]3[N:19]=[C:20]([NH2:24])[NH:21][C:22](=[O:23])[C:17]=3[S:16][C:15]2=[O:25])[O:9]1)[CH2:6][CH3:7])(=[O:3])[CH3:2].CC(OI1(OC(C)=O)(OC(C)=O)OC(=O)C2C=CC=CC1=2)=O>C1COCC1>[C:1]([O:4][CH:5]([C@@H:8]1[CH2:12][C:11](=[O:13])[C@H:10]([N:14]2[C:18]3[N:19]=[C:20]([NH2:24])[NH:21][C:22](=[O:23])[C:17]=3[S:16][C:15]2=[O:25])[O:9]1)[CH2:6][CH3:7])(=[O:3])[CH3:2]. Procedure: To a stirred solution of 1-[(2S,4R,5R)-5-(5-amino-2,7-dioxo-6H-thiazolo[4,5-d]pyrimidin-3-yl)-4-hydroxy-tetrahydrofuran-2-yl]propyl acetate (compound 22a, 2.8 g, 7.6 mmol) in THF (100 mL) was added Dess-Martine periodinane (4.8 g, 11.3 mmol). After being stirred at room temperature for 2 hours, the resulting solution was filtered and the filtrate was concentrated in vacuo. The residue was purified by column chromatography on silica gel (eluting with 1:10 methanol in DCM) to afford 2.8 g crude pr...